Dataset: the Open Reaction Database (ORD), a public repository of structured organic reaction records. Task: describe an organic reaction: reactants, conditions, products, and yield Starting materials: C1(CCCC1)C[C@@H](C(=O)O)N1C(C2=CC=CC(=C2C1)C(F)(F)F)=O ((S)-3-cyclopentyl-2-(1-oxo-4-trifluoromethyl-1,3-dihydro-isoindol-2-yl)-propionic acid), C(C(=O)Cl)(=O)Cl (oxalyl chloride), CN1N=C(C=C1)N (1-methyl-1H-pyrazol-3-ylamine), N1=C(C=CC=C1C)C (2,6-lutidine). The reagents and catalysts are CN(C=O)C (N,N-dimethylformamide). Run in C(Cl)Cl (methylene chloride), C(Cl)Cl (methylene chloride), C(Cl)Cl (methylene chloride). Conditions: temperature 0 celsius, time 30 minute. The product is ethyl acetate hexanes, C1(CCCC1)C[C@@H](C(=O)NC1=NN(C=C1)C)N1C(C2=CC=CC(=C2C1)C(F)(F)F)=O ((5)-3-cyclopentyl-N-(1-methyl-1H-pyrazol-3-yl)-2-(1-oxo-4-trifluoromethyl-1,3-dihydro-isoindol-2-yl)-propionamide). Yield: 77.1%. Reaction SMILES: [CH:1]1([CH2:6][C@H:7]([N:11]2[CH2:19][C:18]3[C:13](=[CH:14][CH:15]=[CH:16][C:17]=3[C:20]([F:23])([F:22])[F:21])[C:12]2=[O:24])[C:8](O)=[O:9])[CH2:5][CH2:4][CH2:3][CH2:2]1.C(Cl)(=O)C(Cl)=O.[CH3:31][N:32]1[CH:36]=[CH:35][C:34]([NH2:37])=[N:33]1.N1C(C)=CC=CC=1C>C(Cl)Cl.CN(C)C=O>[CH:1]1([CH2:6][C@H:7]([N:11]2[CH2:19][C:18]3[C:13](=[CH:14][CH:15]=[CH:16][C:17]=3[C:20]([F:22])([F:21])[F:23])[C:12]2=[O:24])[C:8]([NH:37][C:34]2[CH:35]=[CH:36][N:32]([CH3:31])[N:33]=2)=[O:9])[CH2:5][CH2:4][CH2:3][CH2:2]1. Reported procedure: A solution of (S)-3-cyclopentyl-2-(1-oxo-4-trifluoromethyl-1,3-dihydro-isoindol-2-yl)-propionic acid (100 mg, 0.29 mmol) in methylene chloride (2.9 mL) at 0° C. was treated with oxalyl chloride (0.03 mL, 0.34 mmol) followed by N,N-dimethylformamide (5 drops). The resulting solution was stirred at 0° C. for 30 min. At this time, the solution was warmed to room temperature and stirred for 30 min. The reaction was then concentrated in vacuo. The residue was re-suspended in methylene chloride (2×5 m... Reactants: ClCCOCCOCc1ccccc1, CCCCCCC, O=C(Cc1ccccc1)c1ccc(O)cc1. Product: O=C(Cc1ccccc1)c1ccc(OCCOCCOCc2ccccc2)cc1. RXN SMILES: [CH2:17]([c:18]1[cH:19][cH:20][cH:21][cH:22][cH:23]1)[O:24][CH2:25][CH2:26][O:27][CH2:28][CH2:29][Cl:30].[CH3:31][CH2:32][CH2:33][CH2:34][CH2:35][CH2:36][CH3:37].[OH:1][c:2]1[cH:3][cH:4][c:5]([C:8]([CH2:9][c:10]2[cH:11][cH:12][cH:13][cH:14][cH:15]2)=[O:16])[cH:6][cH:7]1>>[O:1]([c:2]1[cH:3][cH:4][c:5]([C:8]([CH2:9][c:10]2[cH:11][cH:12][cH:13][cH:14][cH:15]2)=[O:16])[cH:6][cH:7]1)[CH2:29][CH2:28][O:27][CH2:26][CH2:25][O:24][CH2:17][c:18]1[cH:19][cH:20][cH:21][cH:22][cH:23]1.